This data is from the Open Reaction Database (ORD), a public repository of structured organic reaction records. The task is: describe an organic reaction: reactants, conditions, products, and yield Reactants: C(C)(=O)OC(C)=O (Acetic anhydride), C(C1=CC=CC=C1)(=O)OC[C@H]1C[C@H]([C@H](O1)N1C(=O)NC(=O)C(=C1)F)O (1-(3-Deoxy-5-O-benzoyl-β-L-threo-pentofuranosyl)-5-fluorouracil), C(C)O (ethanol). Solvent: N1=CC=CC=C1 (pyridine). Conditions: time 22 hour. Yields the product C(C)(=O)O[C@H]1[C@H](O[C@H](C1)COC(C1=CC=CC=C1)=O)N1C(=O)NC(=O)C(=C1)F (1-(2O-Acetyl-3-deoxy-5-O-benzoyl-β-L-threo-pentofuranosyl)-5-fluorouracil). Isolated yield 96.0%. Reaction SMILES: [C:1](OC(=O)C)(=[O:3])[CH3:2].[C:8]([O:16][CH2:17][C@@H:18]1[O:22][C@H:21]([N:23]2[CH:30]=[C:29]([F:31])[C:27](=[O:28])[NH:26][C:24]2=[O:25])[C@H:20]([OH:32])[CH2:19]1)(=[O:15])[C:9]1[CH:14]=[CH:13][CH:12]=[CH:11][CH:10]=1.C(O)C>N1C=CC=CC=1>[C:1]([O:32][C@@H:20]1[CH2:19][C@H:18]([CH2:17][O:16][C:8](=[O:15])[C:9]2[CH:14]=[CH:13][CH:12]=[CH:11][CH:10]=2)[O:22][C@@H:21]1[N:23]1[CH:30]=[C:29]([F:31])[C:27](=[O:28])[NH:26][C:24]1=[O:25])(=[O:3])[CH3:2]. Reported procedure: Acetic anhydride (0.88 mL, 9.28 mmol) was added under argon to a solution of 15 (2.50 g, 7.14 mmol) in dry pyridine (50 mL) and the resulting mixture was stirred at room temperature for 22 h. Then, ethanol was added and the solvents were evaporated under reduced pressure. The residue was purified by silica gel column chromatography [eluent: stepwise gradient of methanol (0-2%) in methylene chloride] to give pure 16 (2.69 g, 96%) as a white foam; mp=68-70° C. (foam); UV (ethanol): λmax=239 nm (ε=... Starting materials: BrC1=CC=C(CN2C(=C(C3=CC(=CC=C23)OC)CC(CC(=O)OCC)C)C)C=C1 (Ethyl 4-(1-(4-bromobenzyl)-5-methoxy-2-methyl-1H-indol-3-yl)-3-methylbutanoate), [OH-].[Na+] (NaOH). Run in CO.C1CCOC1 (MeOH THF). Run at time 2 hour. Yields the product BrC1=CC=C(CN2C(=C(C3=CC(=CC=C23)OC)CC(CC(=O)O)C)C)C=C1 (4-(1-(4-Bromobenzyl)-5-methoxy-2-methyl-1H-indol-3-yl)-3-methylbutanoic acid). RXN SMILES: [Br:1][C:2]1[CH:29]=[CH:28][C:5]([CH2:6][N:7]2[C:15]3[C:10](=[CH:11][C:12]([O:16][CH3:17])=[CH:13][CH:14]=3)[C:9]([CH2:18][CH:19]([CH3:26])[CH2:20][C:21]([O:23]CC)=[O:22])=[C:8]2[CH3:27])=[CH:4][CH:3]=1.[OH-].[Na+]>CO.C1COCC1>[Br:1][C:2]1[CH:29]=[CH:28][C:5]([CH2:6][N:7]2[C:15]3[C:10](=[CH:11][C:12]([O:16][CH3:17])=[CH:13][CH:14]=3)[C:9]([CH2:18][CH:19]([CH3:26])[CH2:20][C:21]([OH:23])=[O:22])=[C:8]2[CH3:27])=[CH:4][CH:3]=1 |f:1.2,3.4|. Procedure details: To a solution of ester from Step 5 (3.5 g, 7.6 mmol) in MeOH/THF (50 mL/35 mL) was added 1M NaOH (22.9 mL, 22.9 mmol). After heating at reflux for 2 h, the mixture was concentrated under vacuum and the residue was partitioned between EtOAc/H2O containing HOAc (3 mL). The organic layer was washed with H2O, brine, and was then dried (MgSO4), filtered, and evaporated. The resulting solid was stirred vigorously with 1:10 EtOAc/hexane for 2 h to give, after filtration, 2.81 g of white solid. Reactants: O (water), C[O-].[Na+] (Sodium methoxide), CC1=CC2=C(NC(CS2)=O)C=C1 (7-methyl-2H-1,4-benzothiazin-3(4H)-one), N1C=C(C2=CC=CC=C12)C=O (indole-3-carboxaldehyde). Solvent: CN(C)C=O (DMF). Conditions: temperature 140 celsius. Yields the product N1C=C(C2=CC=CC=C12)C=C1SC2=C(NC1=O)C=CC(=C2)C (2-[(indol-3-yl)methylene]-7-methyl-2H-1,4-benzothiazin-3(4H)-one). Reaction SMILES: C[O-].[Na+].[CH3:4][C:5]1[CH:15]=[CH:14][C:8]2[NH:9][C:10](=[O:13])[CH2:11][S:12][C:7]=2[CH:6]=1.[NH:16]1[C:24]2[C:19](=[CH:20][CH:21]=[CH:22][CH:23]=2)[C:18]([CH:25]=O)=[CH:17]1.O>CN(C=O)C>[NH:16]1[C:24]2[C:19](=[CH:20][CH:21]=[CH:22][CH:23]=2)[C:18]([CH:25]=[C:11]2[C:10](=[O:13])[NH:9][C:8]3[CH:14]=[CH:15][C:5]([CH3:4])=[CH:6][C:7]=3[S:12]2)=[CH:17]1 |f:0.1|. Reported procedure: Sodium methoxide (0.28 g, 5.2 mmol) was added in one portion to a solution of 7-methyl-2H-1,4-benzothiazin-3(4H)-one (0.72 g, 4.0 mmol) and indole-3-carboxaldehyde (0.88 g, 6.0 mmol) in dry DMF (4 mL). The mixture was heated for 48 h at 140° C., allowed to cool, then poured into water (60 ml). The precipitate was collected by filtration and washed with water. The precipitate was then refluxed with toluene (100 ml) and filtered hot to give a yellow solid which was purified by silica gel chromatog... The product is Nc1ccc2c(c1)C(CO)c1ccccc1-2. As a reaction SMILES: [CH3:25][C:26]#[N:27].[ClH:24].[OH:1][CH2:2][CH:3]1[c:4]2[cH:5][cH:6][cH:7][cH:8][c:9]2-[c:10]2[cH:11][cH:12][c:13]([NH:16][C:17]([O:18][C:19]([CH3:20])([CH3:21])[CH3:22])=[O:23])[cH:14][c:15]21>>[OH:1][CH2:2][CH:3]1[c:4]2[cH:5][cH:6][cH:7][cH:8][c:9]2-[c:10]2[cH:11][cH:12][c:13]([NH2:16])[cH:14][c:15]21. The reactants are CC#N, Cl, CC(C)(C)OC(=O)Nc1ccc2c(c1)C(CO)c1ccccc1-2.